From a dataset of the Open Reaction Database (ORD), a public repository of structured organic reaction records. describe an organic reaction: reactants, conditions, products, and yield Reactants: NC(=O)CBr, CC(C)(C)[O-], CN(C)C=O, COc1cc2c(c3c1OC(C)(C)C3)C(c1cccc(O)c1)=NC(C)(C)C2, [K+], O. The product is COc1cc2c(c3c1OC(C)(C)C3)C(c1cccc(OCC(N)=O)c1)=NC(C)(C)C2. As a reaction SMILES: [Br:33][CH2:34][C:35](=[O:36])[NH2:37].[CH3:1][C:2]([CH3:3])([O-:4])[CH3:5].[CH3:39][N:40]([CH3:41])[CH:42]=[O:43].[CH3:7][O:8][c:9]1[cH:10][c:11]2[c:16]([c:17]3[c:18]1[O:19][C:20]([CH3:22])([CH3:23])[CH2:21]3)[C:15]([c:24]1[cH:25][c:26]([OH:30])[cH:27][cH:28][cH:29]1)=[N:14][C:13]([CH3:31])([CH3:32])[CH2:12]2.[K+:6].[OH2:38]>>[CH3:7][O:8][c:9]1[cH:10][c:11]2[c:16]([c:17]3[c:18]1[O:19][C:20]([CH3:22])([CH3:23])[CH2:21]3)[C:15]([c:24]1[cH:25][c:26]([O:30][CH2:34][C:35](=[O:36])[NH2:37])[cH:27][cH:28][cH:29]1)=[N:14][C:13]([CH3:31])([CH3:32])[CH2:12]2. The reactants are ClC1=NC2=CC=C(C=C2C=C1C(=O)O)Cl (2,6-dichloroquinoline-3-carboxylic acid), N[C@H](C(=O)O)CC1=CC=C(C=C1)OC1=NC=CC=C1Br ((S)-2-amino-3-[4-(3-bromo-pyridin-2-yloxy)-phenyl]-propionic acid). Run in CS(=O)C (DMSO). Product: BrC=1C(=NC=CC1)OC1=CC=C(C=C1)C[C@@H](C(=O)O)NC1=NC2=CC=C(C=C2C=C1C(=O)O)Cl (2-{(S)-2-[4-(3-Bromo-pyridin-2-yloxy)-phenyl]-1-carboxy-ethylamino}-6-chloro-quinoline-3-carboxylic acid). RXN SMILES: Cl[C:2]1[C:11]([C:12]([OH:14])=[O:13])=[CH:10][C:9]2[C:4](=[CH:5][CH:6]=[C:7]([Cl:15])[CH:8]=2)[N:3]=1.[NH2:16][C@@H:17]([CH2:21][C:22]1[CH:27]=[CH:26][C:25]([O:28][C:29]2[C:34]([Br:35])=[CH:33][CH:32]=[CH:31][N:30]=2)=[CH:24][CH:23]=1)[C:18]([OH:20])=[O:19]>CS(C)=O>[Br:35][C:34]1[C:29]([O:28][C:25]2[CH:24]=[CH:23][C:22]([CH2:21][C@H:17]([NH:16][C:2]3[C:11]([C:12]([OH:14])=[O:13])=[CH:10][C:9]4[C:4](=[CH:5][CH:6]=[C:7]([Cl:15])[CH:8]=4)[N:3]=3)[C:18]([OH:20])=[O:19])=[CH:27][CH:26]=2)=[N:30][CH:31]=[CH:32][CH:33]=1. Procedure: In close analogy to the procedure described in Example 109c, 2,6-dichloroquinoline-3-carboxylic acid is reacted with (S)-2-amino-3-[4-(3-bromo-pyridin-2-yloxy)-phenyl]-propionic acid (prepared by analogy to Example 109a,b) in DMSO to provide the title compound in good yield.